Dataset: the Open Reaction Database (ORD), a public repository of structured organic reaction records. Task: describe an organic reaction: reactants, conditions, products, and yield The reactants are C(CC=C)C1(N(C(OC1)(C)C)C(=O)OCC1=CC=CC=C1)C(=O)OCC (3-benzyl 4-ethyl 4-(but-3-enyl)-2,2-dimethyloxazolidine-3,4-dicarboxylate), B.OC(C)(C)C(C)(C)O (pinacol borane). The reagents and catalysts are C1/C=C\CC/C=C\C1.C1/C=C\CC/C=C\C1.[Cl-].[Cl-].[Ir].[Ir] (chloro(1,5-cyclooctadiene) iridium(I) dimer), C1(=CC=CC=C1)P(CCP(C1=CC=CC=C1)C1=CC=CC=C1)C1=CC=CC=C1 (1,2-bis(diphenyl-phosphino) ethane). Run in ClCCl (dichloromethane), ClCCl (dichloromethane). Conditions: time 15 minute. Yields the product CC1(OCC(N1C(=O)OCC1=CC=CC=C1)(C(=O)OCC)CCCCB1OC(C(O1)(C)C)(C)C)C (3-benzyl 4-ethyl 2,2-dimethyl-4-(4-(4,4,5,5-tetramethyl-1,3,2-dioxaborolan-2-yl)butyl)oxazolidine-3,4-dicarboxylate). The yield is 65.3%. Reaction SMILES: [BH3:1].[OH:2][C:3]([C:6]([OH:9])([CH3:8])[CH3:7])([CH3:5])[CH3:4].[CH2:10]([C:14]1([C:31]([O:33][CH2:34][CH3:35])=[O:32])[CH2:18][O:17][C:16]([CH3:20])([CH3:19])[N:15]1[C:21]([O:23][CH2:24][C:25]1[CH:30]=[CH:29][CH:28]=[CH:27][CH:26]=1)=[O:22])[CH2:11][CH:12]=[CH2:13]>ClCCl.C1CC=CCCC=C1.C1CC=CCCC=C1.[Cl-].[Cl-].[Ir].[Ir].C1(P(C2C=CC=CC=2)CCP(C2C=CC=CC=2)C2C=CC=CC=2)C=CC=CC=1>[CH3:19][C:16]1([CH3:20])[N:15]([C:21]([O:23][CH2:24][C:25]2[CH:26]=[CH:27][CH:28]=[CH:29][CH:30]=2)=[O:22])[C:14]([CH2:10][CH2:11][CH2:12][CH2:13][B:1]2[O:9][C:6]([CH3:8])([CH3:7])[C:3]([CH3:5])([CH3:4])[O:2]2)([C:31]([O:33][CH2:34][CH3:35])=[O:32])[CH2:18][O:17]1 |f:0.1,4.5.6.7.8.9|. Procedure: While under an argon atmosphere, a solution of chloro(1,5-cyclooctadiene) iridium(I) dimer (15 mg, 0.022 mmol) and 1,2-bis(diphenyl-phosphino) ethane (18 mg, 0.044 mmol) in dichloromethane (5 mL) was treated with pinacol borane (225 mg, 1.76 mmol, 0.26 mL) and stirred for 15 minutes. To this mixture was added a solution of 3-benzyl 4-ethyl 4-(but-3-enyl)-2,2-dimethyloxazolidine-3,4-dicarboxylate (530 mg, 1.47 mmol) in dichloromethane (5 mL). After stirring for 19 h at room temperature the soluti... The reactants are C(C)(C)(C)OC(=O)N1CCC(CC1)C1=NC2=C(N1)C=CC(=C2)C#N (4-(5-cyano-1H-benzoimidazol-2-yl)-piperidine-1-carboxylic acid tert-butyl ester), Cl (HCl). Run in O1CCOCC1 (dioxane), O1CCOCC1 (dioxane). Product: Cl.N1CCC(CC1)C1=NC2=C(N1)C=CC(=C2)C#N (2-piperidin-4-yl-1H-benzoimidazole-5-carbonitrile hydrochloride salt). Reaction SMILES: C(OC([N:8]1[CH2:13][CH2:12][CH:11]([C:14]2[NH:18][C:17]3[CH:19]=[CH:20][C:21]([C:23]#[N:24])=[CH:22][C:16]=3[N:15]=2)[CH2:10][CH2:9]1)=O)(C)(C)C.[ClH:25]>O1CCOCC1>[ClH:25].[NH:8]1[CH2:9][CH2:10][CH:11]([C:14]2[NH:18][C:17]3[CH:19]=[CH:20][C:21]([C:23]#[N:24])=[CH:22][C:16]=3[N:15]=2)[CH2:12][CH2:13]1 |f:3.4|. Procedure: To a solution of 4-(5-cyano-1H-benzoimidazol-2-yl)-piperidine-1-carboxylic acid tert-butyl ester (3.2 g, 10 mmol) in dioxane (13 mL) was added a solution of HCl in dioxane (25%, 14.3 mL). The resulting precipitate was filtered to give the title compound. The reactants are NC1=C(C=CC(N1C1=CC=C(OCCCOS(=O)(=O)C)C=C1)=O)C(C1=CC=C(C=C1)F)=O (Methanesulfonic acid 3-{4-[6-amino-5-(4-fluorobenzoyl)-2-oxo-2H-pyridin-1-yl]phenoxy}propyl ester), S(=O)(=O)(O)C1=CC=C(C)C=C1.C1(CCCC1)OC([C@@H](N)CC1=CC=CC=C1)=O (L-phenylalanine cyclopentyl ester tosylate salt), S(=O)(=O)(O)C1=CC=C(C)C=C1.C1(CCCC1)OC([C@@H](N)CC1=CC=CC=C1)=O (L-phenylalanine cyclopentyl ester tosylate salt). Product: NC1=C(C=CC(N1C1=CC=C(OCCCN[C@H](C(=O)OC2CCCC2)CC2=CC=CC=C2)C=C1)=O)C(C1=CC=C(C=C1)F)=O (Cyclopentyl(S)-2-(3-{4-[6-Amino-5-(4-fluorobenzoyl)-2-oxo-2H-pyridin-1-yl]phenoxy}propylamino)-3-phenylpropionate). RXN SMILES: [NH2:1][C:2]1[N:7]([C:8]2[CH:22]=[CH:21][C:11]([O:12][CH2:13][CH2:14][CH2:15]OS(C)(=O)=O)=[CH:10][CH:9]=2)[C:6](=[O:23])[CH:5]=[CH:4][C:3]=1[C:24](=[O:32])[C:25]1[CH:30]=[CH:29][C:28]([F:31])=[CH:27][CH:26]=1.S(C1C=CC(C)=CC=1)(O)(=O)=O.[CH:44]1([O:49][C:50](=[O:60])[C@H:51]([CH2:53][C:54]2[CH:59]=[CH:58][CH:57]=[CH:56][CH:55]=2)[NH2:52])[CH2:48][CH2:47][CH2:46][CH2:45]1>>[NH2:1][C:2]1[N:7]([C:8]2[CH:9]=[CH:10][C:11]([O:12][CH2:13][CH2:14][CH2:15][NH:52][C@@H:51]([CH2:53][C:54]3[CH:55]=[CH:56][CH:57]=[CH:58][CH:59]=3)[C:50]([O:49][CH:44]3[CH2:48][CH2:47][CH2:46][CH2:45]3)=[O:60])=[CH:21][CH:22]=2)[C:6](=[O:23])[CH:5]=[CH:4][C:3]=1[C:24](=[O:32])[C:25]1[CH:26]=[CH:27][C:28]([F:31])=[CH:29][CH:30]=1 |f:1.2|. Procedure details: From Intermediate 4B and L-phenylalanine cyclopentyl ester (Intermediate 16), LCMS purity 93%, m/z 598 [M+H]+, 1H NMR (400 MHz, CD3OD), δ: 1.50-2.10 (8H, m), 2.50 (2H, m), 3.35-3.40 (1H, m), 3.55-3.70 (2H, m), 4.40-4.50 (2H, m), 4.60 (1H, m), 5.40-5.45 (1H, m), 6.05-6.10 (1H, d), 7.40-7.65 (11H, m), 7.85 (2H, m). 7.90 (1H, m). As a reaction SMILES: [Br:1][c:2]1[c:3]([F:12])[c:4]2[c:5]([n:6][cH:7]1)[nH:8][cH:9][c:10]2[NH2:11].[CH3:13][n:14]1[n:15][c:16]([C:19](=[O:20])[OH:21])[cH:17][cH:18]1.[Cl:25][CH2:26][Cl:27].[Li+:23].[OH-:22].[OH2:24]>>[Br:1][c:2]1[c:3]([F:12])[c:4]2[c:5]([n:6][cH:7]1)[nH:8][cH:9][c:10]2[NH:11][C:19]([c:16]1[n:15][n:14]([CH3:13])[cH:18][cH:17]1)=[O:20]. Yields the product Cn1ccc(C(=O)Nc2c[nH]c3ncc(Br)c(F)c23)n1. Reactants: Nc1c[nH]c2ncc(Br)c(F)c12, Cn1ccc(C(=O)O)n1, ClCCl, [Li+], [OH-], O. Starting materials: CC1=CC=C(C=C1)C(CO)(C)C (2-(4-methylphenyl)-2-methylpropyl alcohol), CN(C=O)C (dimethylformamide), FCCOC1=CC=C(CCl)C=C1 (4-(2-fluoroethoxy)benzyl chloride), [H-].[Na+] (Sodium hydride). Run in mixture, C1(=CC=CC=C1)C (toluene), C1(=CC=CC=C1)C (toluene), O (water), C1(=CC=CC=C1)C (toluene). Run at time 10 minute. The product is CC1=CC=C(C=C1)C(COCC1=CC=C(C=C1)OCCF)(C)C (4-(2-fluoroethoxy)benzyl 2-(4-methylphenyl)-2-methylpropyl ether). The yield is 68.5%. As a reaction SMILES: [H-].[Na+].[CH3:3][C:4]1[CH:9]=[CH:8][C:7]([C:10]([CH3:14])([CH3:13])[CH2:11][OH:12])=[CH:6][CH:5]=1.CN(C)C=O.[F:20][CH2:21][CH2:22][O:23][C:24]1[CH:31]=[CH:30][C:27]([CH2:28]Cl)=[CH:26][CH:25]=1>C1(C)C=CC=CC=1.O>[CH3:3][C:4]1[CH:9]=[CH:8][C:7]([C:10]([CH3:14])([CH3:13])[CH2:11][O:12][CH2:28][C:27]2[CH:26]=[CH:25][C:24]([O:23][CH2:22][CH2:21][F:20])=[CH:31][CH:30]=2)=[CH:6][CH:5]=1 |f:0.1|. Procedure: Sodium hydride (0.9 g; 60% in oil) was added to 20 ml of toluene, and with heating, a solution of 2.5 g of 2-(4-methylphenyl)-2-methylpropyl alcohol in 10 ml of a mixture of 25% dimethylformamide and toluene was added dropwise over the course of 15 minutes. The mixture was stirred for 10 minutes, and then a solution of 2.9 g of 4-(2-fluoroethoxy)benzyl chloride in 10 ml of toluene was added dropwise over the course of 20 minutes. The mixture was further heated under reflux for 1 hour. The reacti... Reactants: COC1=CC=2C(C=C1)=NC1=NCNC(C12)=O (6-methoxy-3H-indolo[2,3-d]pyrimidine-4-one), O=P(Cl)(Cl)Cl (POCl3). Run at temperature 90 celsius. Yields the product ClC=1C2=C(N=CN1)NC1=CC=C(C=C12)OC (4-chloro-6-methoxyindolo[2,3-d]pyrimidine). RXN SMILES: [CH3:1][O:2][C:3]1[CH:8]=[CH:7][C:6]2=[N:9][C:10]3[C:15]([C:14](=O)[NH:13][CH2:12][N:11]=3)=[C:5]2[CH:4]=1.O=P(Cl)(Cl)[Cl:19]>>[Cl:19][C:14]1[C:15]2[C:5]3[C:6](=[CH:7][CH:8]=[C:3]([O:2][CH3:1])[CH:4]=3)[NH:9][C:10]=2[N:11]=[CH:12][N:13]=1. Procedure: A suspension of 6-methoxy-3H-indolo[2,3-d]pyrimidine-4-one (800 mg, 3.08 mmol, ˜83% pure) and POCl3 (7 mL) is heated at 90° C. for 6 h. The suspension is concentrated to a solid that is evacuated at 1 mm for 1 h. The solids are cooled in a −78° C. bath then treated dropwise with cold H2O. The bath is removed and the frozen solids are allowed to gradually melt. The solids are filtered, washed well with cold H2O, and dried to leave 4-chloro-6-methoxyindolo[2,3-d]pyrimidine dine (733 mg, 81%) that ...